This data is from the Open Reaction Database (ORD), a public repository of structured organic reaction records. The task is: describe an organic reaction: reactants, conditions, products, and yield Reactants: CC(=O)NCC1CCN(C(C)c2ccccc2)C1C(N)=O, O. The product is CC(=O)NCC1CCNC1C(N)=O. Reaction SMILES: [C:1]([CH3:2])(=[O:3])[NH:4][CH2:5][CH:6]1[CH:7]([C:19](=[O:20])[NH2:21])[N:8]([CH:11]([c:12]2[cH:13][cH:14][cH:15][cH:16][cH:17]2)[CH3:18])[CH2:9][CH2:10]1.[OH2:22]>>[C:1]([CH3:2])(=[O:3])[NH:4][CH2:5][CH:6]1[CH:7]([C:19](=[O:20])[NH2:21])[NH:8][CH2:9][CH2:10]1.